Dataset: the Open Reaction Database (ORD), a public repository of structured organic reaction records. Task: describe an organic reaction: reactants, conditions, products, and yield Reactants: C1(=CC=CC=C1)N(C(=O)C1=CC2=C(N(C(=N2)CCC2=CC=C(C=C2)C#N)C)C=C1)CCCC(=O)OC(C)(C)C (1-methyl-2-[2-(4-cyanophenyl)ethyl]benzimidazol-5-yl-carboxylic acid-N-phenyl-N-(3-tert-butyloxycarbonylpropyl)amide), Cl (hydrochloric acid), CO (methanol), C([O-])([O-])=O.[NH4+].[NH4+] (ammonium carbonate), C29H31N5O3. The solvent is ClCCl.C(C)O (dichloromethane ethanol). Yields the product Cl.Cl.C1(=CC=CC=C1)N(C(=O)C1=CC2=C(N(C(=N2)CCC2=CC=C(C=C2)C(N)=N)C)C=C1)CCCC(=O)OC (1-Methyl-2-[2-(4-amidinophenyl)ethyl]benzimidazol-5-yl-carboxylic acid-N-phenyl-N-(3-methoxycarbonylpropyl)amide dihydrochloride). The yield is 83.5%. Reaction SMILES: [C:1]1([N:7]([CH2:30][CH2:31][CH2:32][C:33]([O:35][C:36](C)(C)C)=[O:34])[C:8]([C:10]2[CH:29]=[CH:28][C:13]3[N:14]([CH3:27])[C:15]([CH2:17][CH2:18][C:19]4[CH:24]=[CH:23][C:22]([C:25]#[N:26])=[CH:21][CH:20]=4)=[N:16][C:12]=3[CH:11]=2)=[O:9])[CH:6]=[CH:5][CH:4]=[CH:3][CH:2]=1.[ClH:40].CO.C(=O)([O-])[O-].[NH4+:47].[NH4+]>ClCCl.C(O)C>[ClH:40].[ClH:40].[C:1]1([N:7]([CH2:30][CH2:31][CH2:32][C:33]([O:35][CH3:36])=[O:34])[C:8]([C:10]2[CH:29]=[CH:28][C:13]3[N:14]([CH3:27])[C:15]([CH2:17][CH2:18][C:19]4[CH:20]=[CH:21][C:22]([C:25](=[NH:26])[NH2:47])=[CH:23][CH:24]=4)=[N:16][C:12]=3[CH:11]=2)=[O:9])[CH:6]=[CH:5][CH:4]=[CH:3][CH:2]=1 |f:3.4.5,6.7,8.9.10|. Procedure details: Prepared analogously to Example 25d from 1-methyl-2-[2-(4-cyanophenyl)ethyl]benzimidazol-5-yl-carboxylic acid-N-phenyl-N-(3-tert-butyloxycarbonylpropyl)amide and methanolic hydrochloric acid, methanol, and ammonium carbonate. Yield: 83.5% of theory, C29H31N5O3 (497.6); Rf value: 0.17 (silica gel; dichloromethane/ethanol=4:1); EKA mass spectrum: (M+H)+=498; (M+H+Na)++=260.7. Reaction SMILES: [Cl:12][c:13]1[n:14][cH:15][c:16]([N+:20](=[O:21])[O-:22])[cH:17][c:18]1[Cl:19].[OH:1][c:2]1[cH:3][cH:4][c:5]2[n:6][cH:7][cH:8][cH:9][c:10]2[cH:11]1>>[O:1]([c:2]1[cH:3][cH:4][c:5]2[n:6][cH:7][cH:8][cH:9][c:10]2[cH:11]1)[c:13]1[n:14][cH:15][c:16]([N+:20](=[O:21])[O-:22])[cH:17][c:18]1[Cl:19]. Product: O=[N+]([O-])c1cnc(Oc2ccc3ncccc3c2)c(Cl)c1. The reactants are O=[N+]([O-])c1cnc(Cl)c(Cl)c1, Oc1ccc2ncccc2c1. The reactants are CCOC(=O)/N=N/C(=O)OCC (diethylazodicarboxylate), C(C)(C)(C)OC(=O)N1[C@H](C(=O)O)C[C@H](C1)O (N-tert-butoxycarbonyl-trans-4-hydroxy-L-proline), C1(=CC=CC=C1)C=1C=C(C=CC1)O (3-phenylphenol), C1(=CC=CC=C1)P(C1=CC=CC=C1)C1=CC=CC=C1 (triphenyl phosphine). The solvent is O1CCCC1 (tetrahydrofuran), O1CCCC1 (tetrahydrofuran). Conditions: time 15.5 hour. Yields the product COC([C@H]1N(C[C@@H](C1)OC=1C=C(C=CC1)C1=CC=CC=C1)C(=O)OC(C)(C)C)=O (N-tert-Butoxycarbonyl-trans-4-(3-Biphenyloxy)-L-Proline Methyl Ester). RXN SMILES: [CH3:1]COC(/N=N/C(OCC)=O)=O.[C:13]([O:17][C:18]([N:20]1[CH2:27][C@H:26]([OH:28])[CH2:25][C@H:21]1[C:22]([OH:24])=[O:23])=[O:19])([CH3:16])([CH3:15])[CH3:14].[C:29]1([C:35]2[CH:36]=[C:37](O)[CH:38]=[CH:39][CH:40]=2)[CH:34]=[CH:33][CH:32]=[CH:31][CH:30]=1.C1(P(C2C=CC=CC=2)C2C=CC=CC=2)C=CC=CC=1>O1CCCC1>[CH3:1][O:23][C:22](=[O:24])[C@@H:21]1[CH2:25][C@@H:26]([O:28][C:31]2[CH:30]=[C:29]([C:35]3[CH:36]=[CH:37][CH:38]=[CH:39][CH:40]=3)[CH:34]=[CH:33][CH:32]=2)[CH2:27][N:20]1[C:18]([O:17][C:13]([CH3:16])([CH3:14])[CH3:15])=[O:19]. Procedure: A solution of diethylazodicarboxylate (829 μL) in tetrahydrofuran (10 mL) was added to a cold (−15° C.) stirred solution of N-tert-butoxycarbonyl-trans-4-hydroxy-L-proline (1.23 g), 3-phenylphenol (896 mg), and triphenyl phosphine (1.38 g) in tetrahydrofuran (30 mL) under argon, After stirring at room temperature for 15.5 hr, the solvent was evaporated and coevaporated several times with toluene in vacuo. The residue was diluted with toluene and precipitated solids were removed by filtration, wh... Starting materials: O=C([O-])[O-], C[Si](C)(C)C#Cc1cccc(S(C)(=O)=O)c1, CO, [K+], [K+]. Yields the product C#Cc1cccc(S(C)(=O)=O)c1. Reaction SMILES: [C:17](=[O:18])([O-:19])[O-:20].[CH3:1][S:2](=[O:3])(=[O:4])[c:5]1[cH:6][c:7]([C:11]#[C:12][Si:13]([CH3:14])([CH3:15])[CH3:16])[cH:8][cH:9][cH:10]1.[CH3:23][OH:24].[K+:21].[K+:22]>>[CH3:1][S:2](=[O:3])(=[O:4])[c:5]1[cH:6][c:7]([C:11]#[CH:12])[cH:8][cH:9][cH:10]1.